The task is: describe an organic reaction: reactants, conditions, products, and yield. This data is from the Open Reaction Database (ORD), a public repository of structured organic reaction records. Reactants: C1(CCCCC1)SCCN([C@@H](C)C(=O)O)N=O (N-[2-(cyclohexylthio)ethyl] -N-nitrosoalanine), N(=O)N[C@@H](C)C(=O)O (N-nitrosoalanine), C(C)(=O)OC(C)=O (acetic anhydride). The solvent is O (water). Run at time 4 day. The product is C1(CCCCC1)SCC[N+]=1[N-]OC(C1C)=O (3-[2-(cyclohexylthio)ethyl] -4-methylsydnone). As a reaction SMILES: [CH:1]1([S:7][CH2:8][CH2:9][N:10]([N:16]=[O:17])[C@H:11]([C:13]([OH:15])=O)[CH3:12])[CH2:6][CH2:5][CH2:4][CH2:3][CH2:2]1.N(N[C@H](C(O)=O)C)=O.C(OC(=O)C)(=O)C>O>[CH:1]1([S:7][CH2:8][CH2:9][N+:10]2[N-:16][O:17][C:13](=[O:15])[C:11]=2[CH3:12])[CH2:2][CH2:3][CH2:4][CH2:5][CH2:6]1. Procedure: The oil obtained in Example 3, N-[2-cyclohexylthio)ethyl]-N-nitrosoalanine, is treated with 54 parts of acetic anhydride and allowed to stand for 4 days at room temperature. After that time, the reaction mixture is added to 500 parts of water and extracted with methylene chloride. The organic extracts are washed with water and aqueous sodium bicarbonate, dried over anhydrous sodium sulfate and evaporated to dryness. The oil remaining is crystallized from ether by seeding and cooling. The crystal... Product: CC(C)c1cc(S(=O)c2c(Cl)c(F)nc(NCC(=O)O)c2Cl)ccc1O. Reaction SMILES: [Cl:1][c:2]1[c:3]([F:25])[n:4][c:5]([NH:20][CH2:21][C:22](=[O:23])[OH:24])[c:6]([Cl:19])[c:7]1[S:8][c:9]1[cH:10][c:11]([CH:16]([CH3:17])[CH3:18])[c:12]([OH:15])[cH:13][cH:14]1.[Cl:26][c:27]1[cH:28][c:29]([C:34](=[O:31])[O:35][OH:36])[cH:30][cH:32][cH:33]1.[Cl:37][CH2:38][Cl:39]>>[Cl:1][c:2]1[c:3]([F:25])[n:4][c:5]([NH:20][CH2:21][C:22](=[O:23])[OH:24])[c:6]([Cl:19])[c:7]1[S:8]([c:9]1[cH:10][c:11]([CH:16]([CH3:17])[CH3:18])[c:12]([OH:15])[cH:13][cH:14]1)=[O:31]. Reactants: CC(C)c1cc(Sc2c(Cl)c(F)nc(NCC(=O)O)c2Cl)ccc1O, O=C(OO)c1cccc(Cl)c1, ClCCl. Starting materials: Cl.CCOCC (HCl ether), C(C)(C)(C)OC(NCC1=C2C(N(C(C2=CC=C1)=O)C1(C(NC(CC1)=O)=O)C)=O)=O ([2-(3-methyl-2,6-dioxo-piperidin-3-yl)-1,3-dioxo-2,3-dihydro-1H-isoindol-4-ylmethyl]-carbamic acid t-butyl ester). Run in C(C)(=O)OCC (ethyl acetate). Conditions: time 8 hour. Yields the product Cl.NCC1=C2C(N(C(C2=CC=C1)=O)C1(C(NC(CC1)=O)=O)C)=O (4-aminomethyl-2-(3-methyl-2,6-dioxo-piperidin-3-yl)-isoindole-1,3-dione hydrochloride). Yield: 80.0%. Reaction SMILES: [ClH:1].CCOCC.C(OC(=O)[NH:13][CH2:14][C:15]1[CH:23]=[CH:22][CH:21]=[C:20]2[C:16]=1[C:17](=[O:34])[N:18]([C:25]1([CH3:33])[CH2:30][CH2:29][C:28](=[O:31])[NH:27][C:26]1=[O:32])[C:19]2=[O:24])(C)(C)C>C(OCC)(=O)C>[ClH:1].[NH2:13][CH2:14][C:15]1[CH:23]=[CH:22][CH:21]=[C:20]2[C:16]=1[C:17](=[O:34])[N:18]([C:25]1([CH3:33])[CH2:30][CH2:29][C:28](=[O:31])[NH:27][C:26]1=[O:32])[C:19]2=[O:24] |f:0.1,4.5|. Procedure: 2N HCl/ether solution (8.5 mL) was added to a stirred solution of [2-(3-methyl-2,6-dioxo-piperidin-3-yl)-1,3-dioxo-2,3-dihydro-1H-isoindol-4-ylmethyl]-carbamic acid t-butyl ester (2.3 g, 5.7 mmol) in ethyl acetate (20 mL). The mixture was stirred at room temperature overnight. The mixture was filtered, and the solid was dried to gave 4-aminomethyl-2-(3-methyl-2,6-dioxo-piperidin-3-yl)-isoindole-1,3-dione hydrochloride (1.6 g, 80%) as a white solid: 1H NMR (DMSO-d6) δ 1.90 (s, 3H, CH3), 2.08 (m, ... Reactants: ClC1=CC=C(C=C1)C1=C(C=CC(=N1)C(=O)O)OCC1CC1 (6-(4-Chloro-phenyl)-5-cyclopropylmethoxy-pyridine-2-carboxylic acid), CC(C)(C)C=1SC=C(N1)CN (2-(1,1-dimethylethyl)-4-thiazolemethanamine). The product is C(C)(C)(C)C=1SC=C(N1)CNC(=O)C1=NC(=C(C=C1)OCC1CC1)C1=CC=C(C=C1)Cl (6-(4-chloro-phenyl)-5-cyclopropylmethoxy-pyridine-2-carboxylic acid (2-tert-butyl-thiazol-4-ylmethyl)-amide). Reaction SMILES: [Cl:1][C:2]1[CH:7]=[CH:6][C:5]([C:8]2[N:13]=[C:12]([C:14]([OH:16])=O)[CH:11]=[CH:10][C:9]=2[O:17][CH2:18][CH:19]2[CH2:21][CH2:20]2)=[CH:4][CH:3]=1.[CH3:22][C:23]([C:26]1[S:27][CH:28]=[C:29]([CH2:31][NH2:32])[N:30]=1)([CH3:25])[CH3:24]>>[C:23]([C:26]1[S:27][CH:28]=[C:29]([CH2:31][NH:32][C:14]([C:12]2[CH:11]=[CH:10][C:9]([O:17][CH2:18][CH:19]3[CH2:21][CH2:20]3)=[C:8]([C:5]3[CH:4]=[CH:3][C:2]([Cl:1])=[CH:7][CH:6]=3)[N:13]=2)=[O:16])[N:30]=1)([CH3:25])([CH3:22])[CH3:24]. Procedure: The title compound was synthesized in analogy to Example 41, using 6-(4-Chloro-phenyl)-5-cyclopropylmethoxy-pyridine-2-carboxylic acid (example AW) and 2-(1,1-dimethylethyl)-4-thiazolemethanamine (CAN 937656-81-0) as starting materials; LC-MS (UV peak area/ESI) 97.7%, 456.0 (M+H)+. Starting materials: COC1=C(C(=O)Cl)C(=CC=C1)OC (2,6-dimethoxybenzoyl chloride), NC=1SC(=NN1)C(C)(C)COC(COC(C)=O)=O (2-amino-5-[(2-acetoxy-1-acetoxymethyl)-1-methylethyl]-1,3,4-thiadiazole). The solvent is CCCCC (pentane), C1(=CC=CC=C1)C (toluene). The product is C(C)(=O)OCC(=O)OCC(C)(C)C1=NN=C(S1)NC(C1=C(C=CC=C1OC)OC)=O (N-[5-((2-acetoxy-1-acetoxymethyl)-1-methylethyl)-1,3,4-thiadiazol-2-yl]-2,6-dimethoxybenzamide). The yield is 3.0%. As a reaction SMILES: [CH3:1][O:2][C:3]1[CH:11]=[CH:10][CH:9]=[C:8]([O:12][CH3:13])[C:4]=1[C:5](Cl)=[O:6].[NH2:14][C:15]1[S:16][C:17]([C:20]([CH2:23][O:24][C:25](=[O:31])[CH2:26][O:27][C:28](=[O:30])[CH3:29])([CH3:22])[CH3:21])=[N:18][N:19]=1>C1(C)C=CC=CC=1.CCCCC>[C:28]([O:27][CH2:26][C:25]([O:24][CH2:23][C:20]([C:17]1[S:16][C:15]([NH:14][C:5](=[O:6])[C:4]2[C:3]([O:2][CH3:1])=[CH:11][CH:10]=[CH:9][C:8]=2[O:12][CH3:13])=[N:19][N:18]=1)([CH3:22])[CH3:21])=[O:31])(=[O:30])[CH3:29]. Reported procedure: A solution of 300 mg of 2,6-dimethoxybenzoyl chloride in 20 ml of toluene containing 300 mg of 2-amino-5-[(2-acetoxy-1-acetoxymethyl)-1-methylethyl]-1,3,4-thiadiazole was heated at reflux for eighteen hours. The reaction mixture was cooled to room temperature and diluted with pentane. A solid precipitate which formed was collected by filtration and air dried to give N-[5-((2-acetoxy-1-acetoxymethyl)-1-methylethyl)-1,3,4-thiadiazol-2-yl]-2,6-dimethoxybenzamide in 3% yield.